From a dataset of the Open Reaction Database (ORD), a public repository of structured organic reaction records. describe an organic reaction: reactants, conditions, products, and yield Reactants: FC=1C=C(C(C(=O)O)O)C=C(C1)F ((R/S)-3,5-difluoromandelic acid), N[C@@H](C)C(=O)OC (L-alanine, methyl ester). The product is FC=1C=C(C=C(C1)F)C(C(=O)N[C@@H](C)C(=O)OC)O (N-((R/S)-3,5-difluorophenyl-α-hydroxyacetyl)-L-alanine, methyl ester). Reaction SMILES: [F:1][C:2]1[CH:3]=[C:4]([CH:10]=[C:11]([F:13])[CH:12]=1)[CH:5]([OH:9])[C:6]([OH:8])=O.[NH2:14][C@H:15]([C:17]([O:19][CH3:20])=[O:18])[CH3:16]>>[F:13][C:11]1[CH:10]=[C:4]([CH:5]([OH:9])[C:6]([NH:14][C@H:15]([C:17]([O:19][CH3:20])=[O:18])[CH3:16])=[O:8])[CH:3]=[C:2]([F:1])[CH:12]=1. Procedure: Following General Procedure E and using (R/S)-3,5-difluoromandelic acid (as set forth in General Procedure H, step A) and L-alanine, methyl ester (Bachem) the title compound was synthesized.